Dataset: the Open Reaction Database (ORD), a public repository of structured organic reaction records. Task: describe an organic reaction: reactants, conditions, products, and yield Reactants: CCO, Cl, [Fe], O=[N+]([O-])c1cccc(C#CCCCO)c1. Product: Nc1cccc(C#CCCCO)c1. Reaction SMILES: [CH3:17][CH2:18][OH:19].[ClH:16].[Fe:20].[N+:1]([O-:2])(=[O:3])[c:4]1[cH:5][c:6]([C:10]#[C:11][CH2:12][CH2:13][CH2:14][OH:15])[cH:7][cH:8][cH:9]1>>[NH2:1][c:4]1[cH:5][c:6]([C:10]#[C:11][CH2:12][CH2:13][CH2:14][OH:15])[cH:7][cH:8][cH:9]1. The reactants are O=C([O-])[O-], COc1cc2c(cc1OC)CN(CCCCNC(=O)c1cc(C)ccc1O)CC2, CN(C)C=O, OCCOCCCl, [K+], [K+]. Yields the product COc1cc2c(cc1OC)CN(CCCCNC(=O)c1cc(C)ccc1OCCOCCO)CC2. Reaction SMILES: [C:37](=[O:38])([O-:39])[O-:40].[CH3:1][O:2][c:3]1[cH:4][c:5]2[c:10]([cH:11][c:12]1[O:13][CH3:14])[CH2:9][N:8]([CH2:15][CH2:16][CH2:17][CH2:18][NH:19][C:20]([c:21]1[c:22]([OH:28])[cH:23][cH:24][c:25]([CH3:27])[cH:26]1)=[O:29])[CH2:7][CH2:6]2.[CH3:43][N:44]([CH3:45])[CH:46]=[O:47].[Cl:30][CH2:31][CH2:32][O:33][CH2:34][CH2:35][OH:36].[K+:41].[K+:42]>>[CH3:1][O:2][c:3]1[cH:4][c:5]2[c:10]([cH:11][c:12]1[O:13][CH3:14])[CH2:9][N:8]([CH2:15][CH2:16][CH2:17][CH2:18][NH:19][C:20]([c:21]1[c:22]([O:28][CH2:31][CH2:32][O:33][CH2:34][CH2:35][OH:36])[cH:23][cH:24][c:25]([CH3:27])[cH:26]1)=[O:29])[CH2:7][CH2:6]2.